describe an organic reaction: reactants, conditions, products, and yield From a dataset of the Open Reaction Database (ORD), a public repository of structured organic reaction records. Starting materials: C1(=CC=CC=C1)C1=NSC=C1 (3-phenylisothiazole), butylaldehyde, O (Water), C(Cl)(Cl)Cl (chloroform). Solvent: O1CCCC1 (tetrahydrofuran). Conditions: time 1 hour. Yields the product C1(=CC=CC=C1)C1=NSC(=C1)C(CCC)O (3-Phenyl-5-(1-hydroxybutyl)isothiazole). As a reaction SMILES: [C:1]1([C:7]2[CH:11]=[CH:10][S:9][N:8]=2)[CH:6]=[CH:5][CH:4]=[CH:3][CH:2]=1.[OH2:12].C(Cl)(Cl)Cl>O1CCCC1>[C:1]1([C:7]2[CH:11]=[C:10]([CH:6]([OH:12])[CH2:1][CH2:2][CH3:3])[S:9][N:8]=2)[CH:2]=[CH:3][CH:4]=[CH:5][CH:6]=1. Procedure details: Dissolved in 60 ml of anhydrous tetrahydrofuran were 3.1 g (19.1 mmol) of 3-phenylisothiazole, followed by the addition 18.2 ml of an n-butyl lithium-hexane solution (1.57 mol/l) under a nitrogen gas stream at -78° C. over a dry ice-acetone bath. After the resulting mixture was stirred for 1 hour, 1.51 g (21 mmol) of butylaldehyde were added dropwise. The solution was stirred for 1 hour at the same temperature, whereby the reaction was completed. Water and chloroform were added. The reaction pro... Product: C(C)(=O)C1=C2C=CC(NC2=C(C=C1)OCC1=CC=CC=C1)=O (5-acetyl-8-benzyloxycarbostyril). Yield: 46.1%. Starting materials: C(C)(=O)C1=C2C=CC(NC2=C(C=C1)O)=O (5-acetyl-8-hydroxycarbostyril), C(C1=CC=CC=C1)Cl (benzyl chloride), CC(=O)C (acetone), C([O-])([O-])=O.[K+].[K+] (potassium carbonate). RXN SMILES: [C:1]([C:4]1[CH:13]=[CH:12][C:11]([OH:14])=[C:10]2[C:5]=1[CH:6]=[CH:7][C:8](=[O:15])[NH:9]2)(=[O:3])[CH3:2].[CH2:16](Cl)[C:17]1[CH:22]=[CH:21][CH:20]=[CH:19][CH:18]=1.CC(C)=O.C(=O)([O-])[O-].[K+].[K+]>O>[C:1]([C:4]1[CH:13]=[CH:12][C:11]([O:14][CH2:16][C:17]2[CH:22]=[CH:21][CH:20]=[CH:19][CH:18]=2)=[C:10]2[C:5]=1[CH:6]=[CH:7][C:8](=[O:15])[NH:9]2)(=[O:3])[CH3:2] |f:3.4.5|. Run in O (water). Reported procedure: 15.23 g of 5-acetyl-8-hydroxycarbostyril and 15.7 g of benzyl chloride are added to a mixture of 200 ml of acetone and 90 ml of water, and 10.35 g of potassium carbonate are added thereto. The mixture is refluxed for 12 hours under stirring. Then, the mixture is evaporated under reduced pressure to remove acetone, and the residue is extracted with chloroform. The extract is washed with water, dried and evaporated under reduced pressure to remove chloroform. The residue is recrystallized from a m... Starting materials: CCO, CC(=O)NCCn1c(C)ccc1C, [K+], [OH-], O. Product: Cc1ccc(C)n1CCN. Reaction SMILES: [CH3:17][CH2:18][OH:19].[CH3:1][c:2]1[n:3]([CH2:8][CH2:9][NH:10][C:11](=[O:12])[CH3:13])[c:4]([CH3:7])[cH:5][cH:6]1.[K+:15].[OH-:14].[OH2:16]>>[CH3:1][c:2]1[n:3]([CH2:8][CH2:9][NH2:10])[c:4]([CH3:7])[cH:5][cH:6]1. The reactants are O=C(O)C(=O)O, CNCCCC(Oc1cc(Cl)ccc1C#N)c1ccccc1, NCCO. Product: O=C(O)C(=O)O, N#Cc1ccc(Cl)cc1OC(CCCNCCO)c1ccccc1. RXN SMILES: [C:1]([C:2](=[O:3])[OH:4])(=[O:5])[OH:6].[Cl:7][c:8]1[cH:9][c:10]([O:16][CH:17]([CH2:18][CH2:19][CH2:20][NH:21][CH3:22])[c:23]2[cH:24][cH:25][cH:26][cH:27][cH:28]2)[c:11]([C:12]#[N:13])[cH:14][cH:15]1.[NH2:29][CH2:30][CH2:31][OH:32]>>[C:1]([C:2](=[O:3])[OH:4])(=[O:5])[OH:6].[Cl:7][c:8]1[cH:9][c:10]([O:16][CH:17]([CH2:18][CH2:19][CH2:20][NH:21][CH2:22][CH2:31][OH:32])[c:23]2[cH:24][cH:25][cH:26][cH:27][cH:28]2)[c:11]([C:12]#[N:13])[cH:14][cH:15]1. Starting materials: BrC=1C=C(CN(C(=O)C2=C(C=C(C(=C2)C(=O)O)C(=O)O)C(=O)O)[C@H]2CCCC3=CC=CC=C23)C=CC1 (5-({(3-bromobenzyl)[(1S)-1,2,3,4-tetrahydro-1-naphthalenyl]amino}carbonyl)-1,2,4-benzenetricarboxylic acid), ClC=1C=C(C=CC1F)B(O)O (3-chloro-4-fluorophenylboronic acid). Yields the product ClC=1C=C(C=CC1F)C1=CC(=CC=C1)CN(C(=O)C1=C(C=C(C(=C1)C(=O)O)C(=O)O)C(=O)O)[C@H]1CCCC2=CC=CC=C12 (5-({[(3′-chloro-4′-fluoro[1,1′-biphenyl]-3-yl)methyl][(1S)-1,2,3,4-tetrahydro-1-naphthalenyl]amino}carbonyl)-1,2,4-benzenetricarboxylic acid). As a reaction SMILES: Br[C:2]1[CH:3]=[C:4]([CH:34]=[CH:35][CH:36]=1)[CH2:5][N:6]([C@@H:24]1[C:33]2[C:28](=[CH:29][CH:30]=[CH:31][CH:32]=2)[CH2:27][CH2:26][CH2:25]1)[C:7]([C:9]1[CH:14]=[C:13]([C:15]([OH:17])=[O:16])[C:12]([C:18]([OH:20])=[O:19])=[CH:11][C:10]=1[C:21]([OH:23])=[O:22])=[O:8].[Cl:37][C:38]1[CH:39]=[C:40](B(O)O)[CH:41]=[CH:42][C:43]=1[F:44]>>[Cl:37][C:38]1[CH:39]=[C:40]([C:2]2[CH:36]=[CH:35][CH:34]=[C:4]([CH2:5][N:6]([C@@H:24]3[C:33]4[C:28](=[CH:29][CH:30]=[CH:31][CH:32]=4)[CH2:27][CH2:26][CH2:25]3)[C:7]([C:9]3[CH:14]=[C:13]([C:15]([OH:17])=[O:16])[C:12]([C:18]([OH:20])=[O:19])=[CH:11][C:10]=3[C:21]([OH:23])=[O:22])=[O:8])[CH:3]=2)[CH:41]=[CH:42][C:43]=1[F:44]. Reported procedure: The product from Example 15B (165 mg, 0.3 mmol) and 3-chloro-4-fluorophenylboronic acid were processed as described in Example 85 to provide the title compound.